Dataset: the Open Reaction Database (ORD), a public repository of structured organic reaction records. Task: describe an organic reaction: reactants, conditions, products, and yield The reactants are IC1=NNC2=NC=CC=C21 (3-iodo-1H-pyrazolo[3,4-b]pyridine), C([O-])([O-])=O.[K+].[K+] (potassium carbonate), ClCC(=O)OCC (ethyl chloroacetate). Run in C(C)(=O)OCC (ethyl acetate), CN(C)C=O (DMF). The product is IC1=NN(C2=NC=CC=C21)CC(=O)OCC (ethyl (3-Iodo-pyrazolo[3,4-b]pyridin-1-yl)-acetate). Yield: 83.1%. RXN SMILES: [I:1][C:2]1[C:10]2[C:5](=[N:6][CH:7]=[CH:8][CH:9]=2)[NH:4][N:3]=1.C(=O)([O-])[O-].[K+].[K+].Cl[CH2:18][C:19]([O:21][CH2:22][CH3:23])=[O:20]>CN(C=O)C.C(OCC)(=O)C>[I:1][C:2]1[C:10]2[C:5](=[N:6][CH:7]=[CH:8][CH:9]=2)[N:4]([CH2:18][C:19]([O:21][CH2:22][CH3:23])=[O:20])[N:3]=1 |f:1.2.3|. Procedure details: To a mixture of 3-iodo-1H-pyrazolo[3,4-b]pyridine (9.8 g, 40 mmol, 1 equiv) and potassium carbonate (27.6 g, 5 equiv) in 15 mL of DMF at 90° C. was added ethyl chloroacetate (8.5 mL, 40 mmol, 1 equiv). Two hours later, the reaction mixture was diluted with ethyl acetate followed by washing with saturated aqueous NaHCO3. The organic layer was dried and concentrated to provide the crude product. Purification of the crude product by flash chromatography gave ethyl (3-Iodo-pyrazolo[3,4-b]pyridin-1-y... Reactants: ClC1=CC=2C3=C(N(C2C=C1)CCC(=O)OCC)CCN(C3)C (ethyl 3-(8-chloro-1,2,3,4-tetrahydro-2-methylpyrido[4,3-b]indol-5-yl)propanoate), C1(CCCC1)N (cyclopentylamine). Conditions: temperature 120 celsius. Yields the product ClC1=CC=2C3=C(N(C2C=C1)CCC(=O)NC1CCCC1)CCN(C3)C (3-(8-chloro-1,2,3,4-tetrahydro-2-methylpyrido[4,3-b]indol-5-yl)-N-cyclopentylpropanamide). As a reaction SMILES: [Cl:1][C:2]1[CH:10]=[CH:9][C:8]2[N:7]([CH2:11][CH2:12][C:13]([O:15]CC)=O)[C:6]3[CH2:18][CH2:19][N:20]([CH3:22])[CH2:21][C:5]=3[C:4]=2[CH:3]=1.[CH:23]1([NH2:28])[CH2:27][CH2:26][CH2:25][CH2:24]1>>[Cl:1][C:2]1[CH:10]=[CH:9][C:8]2[N:7]([CH2:11][CH2:12][C:13]([NH:28][CH:23]3[CH2:27][CH2:26][CH2:25][CH2:24]3)=[O:15])[C:6]3[CH2:18][CH2:19][N:20]([CH3:22])[CH2:21][C:5]=3[C:4]=2[CH:3]=1. Reported procedure: A mixture of ethyl 3-(8-chloro-1,2,3,4-tetrahydro-2-methylpyrido[4,3-b]indol-5-yl)propanoate (CD17) (100 mg) and cyclopentylamine (1 ml) was heated at 120° C. for 15 h to obtain 3-(8-chloro-1,2,3,4-tetrahydro-2-methylpyrido[4,3-b]indol-5-yl)-N-cyclopentylpropanamide (CD32) after purification on neutral alumina chromatography eluting with methanol-dichloromethane gradient. The free base was converted into its oxalate salt by treatment of oxalic acid (1 equiv) in anhydrous THF. The reactants are O=C([O-])[O-], CC1CCCN1, CS(C)=O, N#Cc1ccc(F)c2ccoc12, [K+], [K+], O. The product is CC1CCCN1c1ccc(C#N)c2occc12. As a reaction SMILES: [C:19](=[O:20])([O-:21])[O-:22].[CH3:13][CH:14]1[NH:15][CH2:16][CH2:17][CH2:18]1.[CH3:25][S:26]([CH3:27])=[O:28].[F:1][c:2]1[cH:3][cH:4][c:5]([C:11]#[N:12])[c:6]2[c:7]1[cH:8][cH:9][o:10]2.[K+:23].[K+:24].[OH2:29]>>[c:2]1([N:15]2[CH:14]([CH3:13])[CH2:18][CH2:17][CH2:16]2)[cH:3][cH:4][c:5]([C:11]#[N:12])[c:6]2[c:7]1[cH:8][cH:9][o:10]2. Reported procedure: To a suspension of (2R,3R,4R,5R)-4-(acetyloxy)-2-[(acetyloxy)methyl]-5-[2-chloro-6-(4-chloro-2-fluoroanilino)-9H-purin-9-yl]tetrahydrofuran-3-yl acetate (400 mg) in methanol (7 ml), sodium methoxide, 25% in methanol, (3 drops) was added. On stirring for 15 min at 20° C. the reaction mixture went clear. On stirring at 20° C. for a further 90 min a precipitate formed. The precipitate was collected by filtration and dried in vacuo for 16 hours. This was dissolved in a mixture of acetone (15 ml) and... Run at temperature 20 celsius, time 15 minute. The solvent is C[O-].[Na+] (sodium methoxide). Reactants: C(C)(=O)O[C@@H]1[C@H](O[C@H]([C@@H]1OC(C)=O)N1C2=NC(=NC(=C2N=C1)NC1=C(C=C(C=C1)Cl)F)Cl)COC(C)=O ((2R,3R,4R,5R)-4-(acetyloxy)-2-[(acetyloxy)methyl]-5-[2-chloro-6-(4-chloro-2-fluoroanilino)-9H-purin-9-yl]tetrahydrofuran-3-yl acetate), CO (methanol), CO (methanol). Yields the product ClC1=NC(=C2N=CN(C2=N1)[C@@H]1O[C@@H]([C@@H]2[C@H]1OC(O2)(C)C)CO)NC2=C(C=C(C=C2)Cl)F ({(3aR,4R,6R,6aR)-6-[2-chloro-6-(4-chloro-2-fluoroanilino)-9H-purin-9-yl]-2,2-dimethyltetrahydrofuro[3,4-d][1,3]dioxol-4-yl}methanol). RXN SMILES: C(O[C@H:5]1[C@@H:9]([O:10][C:11](=[O:13])[CH3:12])[C@H:8]([N:14]2[CH:22]=[N:21][C:20]3[C:15]2=[N:16][C:17]([Cl:32])=[N:18][C:19]=3[NH:23][C:24]2[CH:29]=[CH:28][C:27]([Cl:30])=[CH:26][C:25]=2[F:31])[O:7][C@@H:6]1[CH2:33][O:34]C(=O)C)(=O)C.[CH3:38]O>C[O-].[Na+]>[Cl:32][C:17]1[N:16]=[C:15]2[C:20]([N:21]=[CH:22][N:14]2[C@H:8]2[C@@H:9]3[O:10][C:11]([CH3:12])([CH3:38])[O:13][C@@H:5]3[C@@H:6]([CH2:33][OH:34])[O:7]2)=[C:19]([NH:23][C:24]2[CH:29]=[CH:28][C:27]([Cl:30])=[CH:26][C:25]=2[F:31])[N:18]=1 |f:2.3|.